Dataset: the Open Reaction Database (ORD), a public repository of structured organic reaction records. Task: describe an organic reaction: reactants, conditions, products, and yield As a reaction SMILES: [C:1]([Cl:4])([Cl:3])=O.[CH2:5]1[C@H:17]2[N:8]([CH2:9][C:10]3[CH:11]=[CH:12][CH:13]=[CH:14][C:15]=3[CH2:16]2)C(=S)[S:6]1>C1(C)C=CC=CC=1.O1CCCC1>[Cl-:3].[Cl:4][C:1]1[S:6][CH2:5][C@@H:17]2[CH2:16][C:15]3[CH:14]=[CH:13][CH:12]=[CH:11][C:10]=3[CH2:9][N+:8]=12 |f:4.5|. Procedure details: A solution (20 cc.) containing 2 mols per liter of phosgene in toluene, is added dropwise, in the absence of moisture, whilst stirring and at a temperature of about 20° C ., to a solution of (S)-1,5,10,10a-tetrahydrothiazolo[3,4-b]isoquinoline-3-thione (2.2 g.) in tetrahydrofuran (25 cc.). The mixture becomes cloudy after 15 minutes; it is stirred for 5 hours and then heated to 50° C. for 1 hour. The solvents are evaporated under reduced pressure (25 mm. Hg ) at 60° C. to give (S)-3-chloro-1,5,1... Run at temperature 20 celsius. The solvent is C1(=CC=CC=C1)C (toluene), O1CCCC1 (tetrahydrofuran). Product: [Cl-].ClC=1SC[C@H]2[N+]1CC=1C=CC=CC1C2 ((S)-3-chloro-1,5,10,10a-tetrahydrothiazolo[3,4-b]isoquinolinium chloride). Reactants: C(=O)(Cl)Cl (phosgene), C1SC(N2CC=3C=CC=CC3C[C@H]21)=S ((S)-1,5,10,10a-tetrahydrothiazolo[3,4-b]isoquinoline-3-thione). Reactants: CO, Cl, O, O=C1c2ccccc2C(=O)c2c(NO)cccc21, [Zn]. Yields the product Nc1cccc2c1C(=O)c1ccccc1C2=O. Reaction SMILES: [CH3:19][OH:20].[ClH:21].[OH2:23].[OH:1][NH:2][c:3]1[cH:4][cH:5][cH:6][c:7]2[c:16]1[C:15](=[O:17])[c:14]1[c:9]([cH:10][cH:11][cH:12][cH:13]1)[C:8]2=[O:18].[Zn:22]>>[NH2:2][c:3]1[cH:4][cH:5][cH:6][c:7]2[c:16]1[C:15](=[O:17])[c:14]1[c:9]([cH:10][cH:11][cH:12][cH:13]1)[C:8]2=[O:18]. The reactants are CCN1CCN(c2nc(-c3ccc(Br)cc3)cc3ccccc23)CC1, [Li]CCCC, [Cl-], [NH4+], O=C1CCOCC1, C1CCOC1. The product is CCN1CCN(c2nc(-c3ccc(C4(O)CCOCC4)cc3)cc3ccccc23)CC1. Reaction SMILES: [Br:1][c:2]1[cH:3][cH:4][c:5](-[c:8]2[n:9][c:10]([N:18]3[CH2:19][CH2:20][N:21]([CH2:24][CH3:25])[CH2:22][CH2:23]3)[c:11]3[cH:12][cH:13][cH:14][cH:15][c:16]3[cH:17]2)[cH:6][cH:7]1.[CH3:26][CH2:27][CH2:28][CH2:29][Li:30].[Cl-:38].[NH4+:39].[O:31]1[CH2:32][CH2:33][C:34](=[O:37])[CH2:35][CH2:36]1.[O:40]1[CH2:41][CH2:42][CH2:43][CH2:44]1>>[c:2]1([C:34]2([OH:37])[CH2:33][CH2:32][O:31][CH2:36][CH2:35]2)[cH:3][cH:4][c:5](-[c:8]2[n:9][c:10]([N:18]3[CH2:19][CH2:20][N:21]([CH2:24][CH3:25])[CH2:22][CH2:23]3)[c:11]3[cH:12][cH:13][cH:14][cH:15][c:16]3[cH:17]2)[cH:6][cH:7]1. Reactants: Fc1ccc(SCCCBr)cc1, CCCCc1nc2ccccc2n1C1CCNCC1, [K+], [K+], O=C([O-])[O-], CN(C)C=O, O. Yields the product CCCCc1nc2ccccc2n1C1CCN(CCCSc2ccc(F)cc2)CC1. RXN SMILES: [Br:1][CH2:2][CH2:3][CH2:4][S:5][c:6]1[cH:7][cH:8][c:9]([F:12])[cH:10][cH:11]1.[CH2:13]([CH2:14][CH2:15][CH3:16])[c:17]1[n:18][c:19]2[c:20]([n:21]1[CH:22]1[CH2:23][CH2:24][NH:25][CH2:26][CH2:27]1)[cH:28][cH:29][cH:30][cH:31]2.[K+:32].[K+:33].[O-:34][C:35]([O-:36])=[O:37].[O:39]=[CH:40][N:41]([CH3:42])[CH3:43].[OH2:38]>>[CH2:2]([CH2:3][CH2:4][S:5][c:6]1[cH:7][cH:8][c:9]([F:12])[cH:10][cH:11]1)[N:25]1[CH2:24][CH2:23][CH:22]([n:21]2[c:17]([CH2:13][CH2:14][CH2:15][CH3:16])[n:18][c:19]3[c:20]2[cH:28][cH:29][cH:30][cH:31]3)[CH2:27][CH2:26]1. Reactants: C(C)(C)(C)C1=C(C(=CC=C1)C)O (2-tert-butyl-6-methylphenol), C(CCCCCCCCC(=O)Cl)(=O)Cl (decanedioic acid chloride), [Cl-].[Al+3].[Cl-].[Cl-] (aluminium chloride). Yields the product C(C)(C)(C)C=1C=C(C=C(C1O)C)C(CCCCCCCCC(=O)C1=CC(=C(C(=C1)C)O)C(C)(C)C)=O (1,10-di(3'-tert-butyl-5'-methyl-4'-hydroxyphenyl)-1,10-decanedione). As a reaction SMILES: [C:1]([C:5]1[CH:10]=[CH:9][CH:8]=[C:7]([CH3:11])[C:6]=1[OH:12])([CH3:4])([CH3:3])[CH3:2].[C:13](Cl)(=[O:25])[CH2:14][CH2:15][CH2:16][CH2:17][CH2:18][CH2:19][CH2:20][CH2:21][C:22](Cl)=[O:23].[Cl-].[Al+3].[Cl-].[Cl-]>>[C:1]([C:5]1[CH:10]=[C:9]([C:13](=[O:25])[CH2:14][CH2:15][CH2:16][CH2:17][CH2:18][CH2:19][CH2:20][CH2:21][C:22]([C:9]2[CH:8]=[C:7]([CH3:11])[C:6]([OH:12])=[C:5]([C:1]([CH3:4])([CH3:3])[CH3:2])[CH:10]=2)=[O:23])[CH:8]=[C:7]([CH3:11])[C:6]=1[OH:12])([CH3:4])([CH3:3])[CH3:2] |f:2.3.4.5|. Procedure: 18 g (110 mmol) of 2-tert-butyl-6-methylphenol are reacted with 10.7 g (50 mmol) of decanedioic acid chloride in the presence of 27.5 g (200 mmol) of aluminium chloride by the method described in Example 2 to give the corresponding 1,10-di(3'-tert-butyl-5'-methyl-4'-hydroxyphenyl)-1,10-decanedione. 19.2 g (78% of theory) of the product of melting point 165°-168° C. are obtained. The vibration band of the CO groups in the infra-red spectrum appears at 1660 cm-1. Product: CS(=O)(=O)c1ccccc1-c1ccc(N)cc1. Starting materials: C1CCOC1, CS(=O)(=O)c1ccccc1-c1ccc([N+](=O)[O-])cc1. RXN SMILES: [CH2:20]1[O:21][CH2:22][CH2:23][CH2:24]1.[CH3:1][S:2](=[O:3])(=[O:4])[c:5]1[c:6](-[c:11]2[cH:12][cH:13][c:14]([N+:17]([O-:18])=[O:19])[cH:15][cH:16]2)[cH:7][cH:8][cH:9][cH:10]1>>[CH3:1][S:2](=[O:3])(=[O:4])[c:5]1[c:6](-[c:11]2[cH:12][cH:13][c:14]([NH2:17])[cH:15][cH:16]2)[cH:7][cH:8][cH:9][cH:10]1. Starting materials: BrC=1C=CC(=NC1)C#CCCC1=CC=C(CN2CCOCC2)C=C1 (4-{4-[4-(5-bromo-pyridin-2-yl)-but-3-ynyl]-benzyl}-morpholine), ClC1=CC=C(C=C1)OB(O)O (4-chlorophenylboric acid). The product is ClC1=CC=C(C=C1)C=1C=CC(=NC1)C#CCCC1=CC=C(CN2CCOCC2)C=C1 (4-(4-{4-[5-(4-chloro-phenyl)-pyridin-2-yl]-but-3-ynyl}-benzyl)-morpholine). RXN SMILES: Br[C:2]1[CH:3]=[CH:4][C:5]([C:8]#[C:9][CH2:10][CH2:11][C:12]2[CH:24]=[CH:23][C:15]([CH2:16][N:17]3[CH2:22][CH2:21][O:20][CH2:19][CH2:18]3)=[CH:14][CH:13]=2)=[N:6][CH:7]=1.[Cl:25][C:26]1[CH:31]=[CH:30][C:29](OB(O)O)=[CH:28][CH:27]=1>>[Cl:25][C:26]1[CH:31]=[CH:30][C:29]([C:2]2[CH:3]=[CH:4][C:5]([C:8]#[C:9][CH2:10][CH2:11][C:12]3[CH:24]=[CH:23][C:15]([CH2:16][N:17]4[CH2:22][CH2:21][O:20][CH2:19][CH2:18]4)=[CH:14][CH:13]=3)=[N:6][CH:7]=2)=[CH:28][CH:27]=1. Reported procedure: Prepared analogously to Example 2.20c from 90 mg (0.23 mmol) 4-{4-[4-(5-bromo-pyridin-2-yl)-but-3-ynyl]-benzyl}-morpholine and 73 mg (0.47 mmol) 4-chlorophenylboric acid.